Dataset: the Open Reaction Database (ORD), a public repository of structured organic reaction records. Task: describe an organic reaction: reactants, conditions, products, and yield Reactants: ClC1=C(C=CC=C1)C1=NN(C2=CC=C(C=C12)C(=O)O)C1=CC=C(C=C1)C (3-(2-Chlorophenyl)-1-(4-methylphenyl)-1H-indazole-5-carboxylic acid), Cl.Cl.CC1=NOC(=N1)[C@@H](C)N ((1R)-1-(3-methyl-1,2,4-oxadiazol-5-yl)ethanamine bis-hydrochloride), Cl.CN(CCCN=C=NCC)C (1-(3-dimethylaminopropyl)-3-ethylcarbodiimide hydrochloride), ON1N=NC2=C1N=CC=C2 (1-hydroxy-7-azabenzotriazole), CN1CCOCC1 (N-methylmorpholine). Run in CN(C=O)C (N,N-dimethylformamide). Reaction conditions: temperature 50 celsius, time 10 minute. Yields the product ClC1=C(C=CC=C1)N1N(C2=CC=C(C=C2C1)C(=O)N[C@H](C)C1=NC(=NO1)C)C1=CC=C(C=C1)C (2-(Chlorophenyl)-N-[(1R)-1-(3-methyl-1,2,4-oxadiazol-5-yl)ethyl]-1-(4-methylphenyl)-1H-indazole-5-carboxamide). Yield: 100.0%. Reaction SMILES: ClC1C=CC=CC=1[C:8]1[C:16]2[C:11](=[CH:12][CH:13]=[C:14]([C:17](O)=[O:18])[CH:15]=2)[N:10]([C:20]2[CH:25]=[CH:24][C:23]([CH3:26])=[CH:22][CH:21]=2)[N:9]=1.[ClH:27].Cl.[CH3:29][C:30]1[N:34]=[C:33]([C@H:35]([NH2:37])[CH3:36])[O:32][N:31]=1.Cl.CN(C)[CH2:41][CH2:42][CH2:43]N=C=NCC.ON1[C:55]2N=CC=[CH:59][C:54]=2N=N1.CN1CCOCC1>CN(C)C=O>[Cl:27][C:41]1[CH:42]=[CH:43][CH:59]=[CH:54][C:55]=1[N:9]1[CH2:8][C:16]2[C:11](=[CH:12][CH:13]=[C:14]([C:17]([NH:37][C@@H:35]([C:33]3[O:32][N:31]=[C:30]([CH3:29])[N:34]=3)[CH3:36])=[O:18])[CH:15]=2)[N:10]1[C:20]1[CH:21]=[CH:22][C:23]([CH3:26])=[CH:24][CH:25]=1 |f:1.2.3,4.5|. Reported procedure: 3-(2-Chlorophenyl)-1-(4-methylphenyl)-1H-indazole-5-carboxylic acid (30.6 mg, 0.046 mmol, with 4 equivalents of sodium chloride), (1R)-1-(3-methyl-1,2,4-oxadiazol-5-yl)ethanamine bis-hydrochloride (13.72 mg, 0.069 mmol), 1-(3-dimethylaminopropyl)-3-ethylcarbodiimide hydrochloride (17.52 mg, 0.091 mmol), 1-hydroxy-7-azabenzotriazole (3.11 mg, 0.023 mmol), and N-methylmorpholine (20.10 μl, 0.1.83 mmol) were dissolved in N,N-dimethylformamide (457 μl) at 25° C. The reaction mixture was heated to 50...